From a dataset of the Open Reaction Database (ORD), a public repository of structured organic reaction records. describe an organic reaction: reactants, conditions, products, and yield The reactants are COc1ccc(Cn2nc(I)c3c(Oc4ccc([N+](=O)[O-])cc4F)ccnc32)cc1, CCO, [Cl-], O, O. Product: COc1ccc(Cn2nc(I)c3c(Oc4ccc(N)cc4F)ccnc32)cc1. Reaction SMILES: [CH3:1][O:2][c:3]1[cH:4][cH:5][c:6]([CH2:7][n:8]2[n:9][c:10]([I:28])[c:11]3[c:12]2[n:13][cH:14][cH:15][c:16]3[O:17][c:18]2[c:19]([F:27])[cH:20][c:21]([N+:24]([O-:25])=[O:26])[cH:22][cH:23]2)[cH:29][cH:30]1.[CH3:34][CH2:35][OH:36].[Cl-:33].[OH2:31].[OH2:32]>>[CH3:1][O:2][c:3]1[cH:4][cH:5][c:6]([CH2:7][n:8]2[n:9][c:10]([I:28])[c:11]3[c:12]2[n:13][cH:14][cH:15][c:16]3[O:17][c:18]2[c:19]([F:27])[cH:20][c:21]([NH2:24])[cH:22][cH:23]2)[cH:29][cH:30]1. The reactants are CC(C)(C)OC(=O)NC(Cc1ccccc1)CC(O)C(Cc1ccccc1)N(Cc1ccccc1)Cc1ccccc1, CC(=O)O, CO, O=C[O-], [NH4+], [Pd]. The product is CC(C)(C)OC(=O)NC(Cc1ccccc1)CC(O)C(N)Cc1ccccc1. As a reaction SMILES: [CH2:1]([N:8]([CH2:2][c:3]1[cH:4][cH:5][cH:6][cH:7][cH:9]1)[CH:16]([CH2:17][c:18]1[cH:19][cH:20][cH:21][cH:22][cH:23]1)[CH:24]([CH2:25][CH:26]([CH2:27][c:28]1[cH:29][cH:30][cH:31][cH:32][cH:33]1)[NH:34][C:35](=[O:36])[O:37][C:38]([CH3:39])([CH3:40])[CH3:41])[OH:42])[c:10]1[cH:11][cH:12][cH:13][cH:14][cH:15]1.[CH3:47][C:48](=[O:49])[OH:50].[CH3:51][OH:52].[CH:43]([O-:44])=[O:45].[NH4+:46].[Pd:53]>>[NH2:8][CH:16]([CH2:17][c:18]1[cH:19][cH:20][cH:21][cH:22][cH:23]1)[CH:24]([CH2:25][CH:26]([CH2:27][c:28]1[cH:29][cH:30][cH:31][cH:32][cH:33]1)[NH:34][C:35](=[O:36])[O:37][C:38]([CH3:39])([CH3:40])[CH3:41])[OH:42]. The solvent is CN(C)C=O (DMF), CN(C)C=O (dmf), CN(C)C=O (DMF). Yields the product CC(C%15=CC=CN=C%15)OCC%16(C%17=CC=CC=C%17)CCCC%16. The reagents and catalysts are O=C([O-])[O-].[Cs+].[Cs+] (cesium carbonate), [I-].[K+] (potassium iodide). Reactants: CC(Cl)c1cccnc1, OCC1(C2=CC=CC=C2)CCCC1. Conditions: temperature 70 celsius, time 16 hour.